From a dataset of the Open Reaction Database (ORD), a public repository of structured organic reaction records. describe an organic reaction: reactants, conditions, products, and yield Reactants: CNOC, CCN(C(C)C)C(C)C, O=C(O)c1ncc(Cl)cc1NS(=O)(=O)c1ccc(Cl)c(C(F)(F)F)c1, Cl. Product: CON(C)C(=O)c1ncc(Cl)cc1NS(=O)(=O)c1ccc(Cl)c(C(F)(F)F)c1. As a reaction SMILES: [CH3:27][NH:28][O:29][CH3:30].[CH:31]([N:32]([CH2:33][CH3:34])[CH:35]([CH3:36])[CH3:37])([CH3:38])[CH3:39].[Cl:1][c:2]1[cH:3][c:4]([NH:11][S:12](=[O:13])(=[O:14])[c:15]2[cH:16][c:17]([C:22]([F:23])([F:24])[F:25])[c:18]([Cl:21])[cH:19][cH:20]2)[c:5]([C:8](=[O:9])[OH:10])[n:6][cH:7]1.[ClH:26]>>[Cl:1][c:2]1[cH:3][c:4]([NH:11][S:12](=[O:13])(=[O:14])[c:15]2[cH:16][c:17]([C:22]([F:23])([F:24])[F:25])[c:18]([Cl:21])[cH:19][cH:20]2)[c:5]([C:8](=[O:10])[N:28]([CH3:27])[O:29][CH3:30])[n:6][cH:7]1. Starting materials: CN(C)C=O, O=c1[nH]c(=O)n(C2CC2)c2nc(S(=O)(O)=S)c(F)cc12, O=[N+]([O-])c1ccc(NO)c([N+](=O)[O-])c1, [Na], C1COCCO1. Product: Nn1c(=O)c2cc(F)c(S(=O)(O)=S)nc2n(C2CC2)c1=O. RXN SMILES: [CH3:42][N:43]([CH3:44])[CH:45]=[O:46].[CH:1]1([n:4]2[c:5](=[O:20])[nH:6][c:7](=[O:19])[c:8]3[c:9]2[n:10][c:11]([S:15](=[O:16])([OH:17])=[S:18])[c:12]([F:14])[cH:13]3)[CH2:2][CH2:3]1.[N+:22]([c:23]1[cH:24][c:25]([N+:26]([O-:27])=[O:28])[cH:29][cH:30][c:31]1[NH:32][OH:33])([O-:34])=[O:35].[Na:21].[O:36]1[CH2:37][CH2:38][O:39][CH2:40][CH2:41]1>>[CH:1]1([n:4]2[c:5](=[O:20])[n:6]([NH2:22])[c:7](=[O:19])[c:8]3[c:9]2[n:10][c:11]([S:15](=[O:16])([OH:17])=[S:18])[c:12]([F:14])[cH:13]3)[CH2:2][CH2:3]1. The reactants are CC=1N=C(N=NC1C1=CC=CC=C1)SC (5-methyl-3-methylthio-6-phenyl-1,2,4-triazine), C(O)CN (ethanolamine). The solvent is C(C)(=O)OCC (ethyl acetate). Product: OCCNC=1N=NC(=C(N1)C)C1=CC=CC=C1 (3-(2-hydroxyethylamino)-5-methyl-6-phenyl-1,2,4-triazine). Yield: 88.7%. As a reaction SMILES: [CH3:1][C:2]1[N:3]=[C:4](SC)[N:5]=[N:6][C:7]=1[C:8]1[CH:13]=[CH:12][CH:11]=[CH:10][CH:9]=1.[CH2:16]([CH2:18][NH2:19])[OH:17]>C(OCC)(=O)C>[OH:17][CH2:16][CH2:18][NH:19][C:4]1[N:5]=[N:6][C:7]([C:8]2[CH:13]=[CH:12][CH:11]=[CH:10][CH:9]=2)=[C:2]([CH3:1])[N:3]=1. Procedure: A mixture of 5-methyl-3-methylthio-6-phenyl-1,2,4-triazine (3 g) and ethanolamine (3 g) was heated at 150° to 160° C. for 5.25 hours. The reaction mixture was dissolved in ethyl acetate, washed with water and brine, dried over sodium sulfate and concentrated under reduced pressure. The residue was crystallized from a small amount of diethyl ether and then diisopropyl ether was added thereto. The crystals were collected by filtration, washed with diisopropyl ether and dried to give 3-(2-hydroxyet... Starting materials: CC(=O)C(CCCCC(=O)O)NC(=O)c1ccccc1, CO, O, O=S(=O)(O)O. The product is COC(=O)CCCCC(NC(=O)c1ccccc1)C(C)=O. As a reaction SMILES: [C:1]([CH3:2])(=[O:3])[CH:4]([CH2:5][CH2:6][CH2:7][CH2:8][C:9](=[O:10])[OH:11])[NH:12][C:13]([c:14]1[cH:15][cH:16][cH:17][cH:18][cH:19]1)=[O:20].[CH3:27][OH:28].[OH2:26].[S:21](=[O:22])(=[O:23])([OH:24])[OH:25]>>[C:1]([CH3:2])(=[O:3])[CH:4]([CH2:5][CH2:6][CH2:7][CH2:8][C:9](=[O:10])[O:11][CH3:27])[NH:12][C:13]([c:14]1[cH:15][cH:16][cH:17][cH:18][cH:19]1)=[O:20]. Reactants: Br.COC=1C=C(C=CC1)C12CCCC(N(C1C)C)C2 (1-(3-methoxyphenyl)-6,7-dimethyl- 6-azabicyclo[3,2,1]octane hydrobromide). The solvent is Br (hydrobromic acid). The product is OC=1C=C(C=CC1)C12CCCC(N(C1C)C)C2 (1-(3-hydroxyphenyl)-6,7-dimethyl-6-azabicyclo[3,2,1]octane). Isolated yield 95.5%. Reaction SMILES: Br.C[O:3][C:4]1[CH:5]=[C:6]([C:10]23[CH2:19][CH:14]([N:15]([CH3:18])[CH:16]2[CH3:17])[CH2:13][CH2:12][CH2:11]3)[CH:7]=[CH:8][CH:9]=1>Br>[OH:3][C:4]1[CH:5]=[C:6]([C:10]23[CH2:19][CH:14]([N:15]([CH3:18])[CH:16]2[CH3:17])[CH2:13][CH2:12][CH2:11]3)[CH:7]=[CH:8][CH:9]=1 |f:0.1|. Reported procedure: A mixture of 3.1 g of 1-(3-methoxyphenyl)-6,7-dimethyl- 6-azabicyclo[3,2,1]octane hydrobromide and 30 ml of 48% aqueous hydrobromic acid is refluxed for 1.5 hours. After the reaction, the mixture is concentrated under reduced pressure. Aqueous ammonia is added to the residue, and the aqueous mixture is extracted with chloroform. The chloroform extract is washed with water, dried and then evaporated to remove solvent. The residue thus obtained is recrystallized from ethylacetate. 2.1 g of 1-(3-hy... The reactants are ClC1=NC(=NC(=C1C#N)Cl)NCCO (4,6-dichloro-2-(2-hydroxy-ethylamino)-pyrimidine-5-carbonitrile), Cl.FC1=CC=C(C=C1)C1CCNCC1 (4-(4-fluoro-phenyl)-piperidine hydrochloride), C(C)N(C(C)C)C(C)C (N-ethyl-diisopropyl-amine). The solvent is O1CCOCC1 (dioxane). Yields the product ClC1=NC(=NC(=C1C#N)N1CCC(CC1)C1=CC=C(C=C1)F)NCCO (4-chloro-6-[4-(4-fluoro-phenyl)-piperidin-1-yl]-2-(2-hydroxy-ethylamino)-pyrimidine-5-carbonitrile). As a reaction SMILES: Cl[C:2]1[C:7]([C:8]#[N:9])=[C:6]([Cl:10])[N:5]=[C:4]([NH:11][CH2:12][CH2:13][OH:14])[N:3]=1.Cl.[F:16][C:17]1[CH:22]=[CH:21][C:20]([CH:23]2[CH2:28][CH2:27][NH:26][CH2:25][CH2:24]2)=[CH:19][CH:18]=1.C(N(C(C)C)C(C)C)C>O1CCOCC1>[Cl:10][C:6]1[C:7]([C:8]#[N:9])=[C:2]([N:26]2[CH2:27][CH2:28][CH:23]([C:20]3[CH:19]=[CH:18][C:17]([F:16])=[CH:22][CH:21]=3)[CH2:24][CH2:25]2)[N:3]=[C:4]([NH:11][CH2:12][CH2:13][OH:14])[N:5]=1 |f:1.2|. Procedure details: In analogy to the procedure described in example 20b, 4,6-dichloro-2-(2-hydroxy-ethylamino)-pyrimidine-5-carbonitrile (example 41a) was treated with 4-(4-fluoro-phenyl)-piperidine hydrochloride in dioxane in the presence of N-ethyl-diisopropyl-amine at room temperature to yield 4-chloro-6-[4-(4-fluoro-phenyl)-piperidin-1-yl]-2-(2-hydroxy-ethylamino)-pyrimidine-5-carbonitrile as a white lyophilisate; MS: [M+H]+=376. Starting materials: OC1CN(CC1)C=1SC(=CN1)C(=O)OC (methyl 2-(3-hydroxypyrrolidin-1-yl)-1,3-thiazole-5-carboxylate), FC(C1=C(C=CC=C1)O)(F)F (2-(trifluoromethyl)phenol), C1(=CC=CC=C1)P(C1=CC=CC=C1)C1=CC=CC=C1 (triphenylphosphine), CCOC(=O)/N=N/C(=O)OCC (DEAD). Run in C1CCOC1 (THF). Conditions: time 2 day. Product: FC(C1=C(OC2CN(CC2)C=2SC(=CN2)C(=O)OC)C=CC=C1)(F)F (Methyl 2-{3-[2-(trifluoromethyl)phenoxy]pyrrolidin-1-yl}-1,3-thiazole-5-carboxylate). As a reaction SMILES: [OH:1][CH:2]1[CH2:6][CH2:5][N:4]([C:7]2[S:8][C:9]([C:12]([O:14][CH3:15])=[O:13])=[CH:10][N:11]=2)[CH2:3]1.[F:16][C:17]([F:26])([F:25])[C:18]1[CH:23]=[CH:22][CH:21]=[CH:20][C:19]=1O.C1(P(C2C=CC=CC=2)C2C=CC=CC=2)C=CC=CC=1.CCOC(/N=N/C(OCC)=O)=O>C1COCC1>[F:16][C:17]([F:26])([F:25])[C:18]1[CH:23]=[CH:22][CH:21]=[CH:20][C:19]=1[O:1][CH:2]1[CH2:6][CH2:5][N:4]([C:7]2[S:8][C:9]([C:12]([O:14][CH3:15])=[O:13])=[CH:10][N:11]=2)[CH2:3]1. Procedure: To a solution of methyl 2-(3-hydroxypyrrolidin-1-yl)-1,3-thiazole-5-carboxylate (1 g, 4.4 mmol), 2-(trifluoromethyl)phenol (0.8 g, 4.9 mmol) and triphenylphosphine (1.5 g, 5.7 mmol) in THF at rt was added DEAD (900 μL, 5.7 mmol) over 5-10 min. The mixture was stirred at rt for 2 days. Solvent was evaporated. The residue was diluted with EtOAc and washed successively with 1 N aqueous NaOH and brine. The EtOAc layer was separated, dried (Na2SO4) and concentrated. CombiFlash chromatography (40 g, 3... Product: C1(=CC=CC=C1)C(=C(CC)C1=CC=CC=C1)C1=CC=C(C=C1)C=CC(=O)NS(=O)(=O)CC(F)(F)F (2,2,2-trifluoro-ethanesulfonic acid {3-[4-(1,2-diphenyl-but-1-enyl)-phenyl]-acryloyl}-amide). Procedure details: Prepared by coupling 1a and 2,2,2-trifluoroethanesulfonamide (Synlett, 1997, 375) in accordance with Procedure 1, Method A described hereinabove. Yield (34%); 1H NMR (d6-DMSO) δ 7.39–7.01 (m, 13H), 6.83 (d, J=8.1 Hz, 2H), 6.40 (d, J=15.7 Hz, 1H), 2.85 (s, 1H), 2.69 (s, 1H), 2.36 (q, J=7.3 Hz, 2H), 0.83 (t, J=7.3 Hz, 3H); ESI m/z: 498 (M−H−). As a reaction SMILES: [C:1]1(/[C:7](/[C:17]2[CH:22]=[CH:21][C:20]([CH:23]=[CH:24][C:25](O)=[O:26])=[CH:19][CH:18]=2)=[C:8](/[C:11]2[CH:16]=[CH:15][CH:14]=[CH:13][CH:12]=2)\[CH2:9][CH3:10])[CH:6]=[CH:5][CH:4]=[CH:3][CH:2]=1.[F:28][C:29]([F:36])([F:35])[CH2:30][S:31]([NH2:34])(=[O:33])=[O:32]>>[C:1]1([C:7]([C:17]2[CH:22]=[CH:21][C:20]([CH:23]=[CH:24][C:25]([NH:34][S:31]([CH2:30][C:29]([F:36])([F:35])[F:28])(=[O:33])=[O:32])=[O:26])=[CH:19][CH:18]=2)=[C:8]([C:11]2[CH:16]=[CH:15][CH:14]=[CH:13][CH:12]=2)[CH2:9][CH3:10])[CH:2]=[CH:3][CH:4]=[CH:5][CH:6]=1. Reactants: C1(=CC=CC=C1)/C(=C(\CC)/C1=CC=CC=C1)/C1=CC=C(C=C1)C=CC(=O)O (3-[4-(Z)-(1,2-diphenylbut-1-enyl)phenyl]-acrylic acid), FC(CS(=O)(=O)N)(F)F (2,2,2-trifluoroethanesulfonamide). Starting materials: CC(C(=O)NC(c1ccc(OCc2ccccc2)cc1)C1CCCN1C(=O)OC(C)(C)C)c1ccccc1, Cl. The product is CC(C(=O)NC(c1ccc(OCc2ccccc2)cc1)C1CCCN1)c1ccccc1. Reaction SMILES: [CH2:1]([c:2]1[cH:3][cH:4][cH:5][cH:6][cH:7]1)[O:8][c:9]1[cH:10][cH:11][c:12]([CH:15]([CH:16]2[N:17]([C:21]([O:22][C:23]([CH3:24])([CH3:25])[CH3:26])=[O:27])[CH2:18][CH2:19][CH2:20]2)[NH:28][C:29]([CH:30]([CH3:31])[c:32]2[cH:33][cH:34][cH:35][cH:36][cH:37]2)=[O:38])[cH:13][cH:14]1.[ClH:39]>>[CH2:1]([c:2]1[cH:3][cH:4][cH:5][cH:6][cH:7]1)[O:8][c:9]1[cH:10][cH:11][c:12]([CH:15]([CH:16]2[NH:17][CH2:18][CH2:19][CH2:20]2)[NH:28][C:29]([CH:30]([CH3:31])[c:32]2[cH:33][cH:34][cH:35][cH:36][cH:37]2)=[O:38])[cH:13][cH:14]1.